The task is: describe an organic reaction: reactants, conditions, products, and yield. This data is from the Open Reaction Database (ORD), a public repository of structured organic reaction records. The reactants are Intermediate B, C(=S)=S (carbon disulfide), COC1=CC=C2C(C(=C(OC2=C1)SC)C1=CC=C(C(=O)OC)C=C1)=O (methyl 4-(7-methoxy-2-(methylthio)-4-oxo-4H-chromen-3-yl)benzoate), [H-].[Na+] (NaH). Run in CN(C)C=O (DMF), O (water). Conditions: temperature 0 celsius, time 30 minute. Product: OC1=CC=C2C(C(=C(OC2=C1)SC)C1=CC=C(C(=O)O)C=C1)=O (4-(7-hydroxy-2-(methylthio)-4-oxo-4H-chromen-3-yl)benzoic acid). As a reaction SMILES: C[O:2][C:3]1[CH:12]=[C:11]2[C:6]([C:7](=[O:25])[C:8]([C:15]3[CH:24]=[CH:23][C:18]([C:19]([O:21]C)=[O:20])=[CH:17][CH:16]=3)=[C:9]([S:13][CH3:14])[O:10]2)=[CH:5][CH:4]=1.C(=S)=S.[H-].[Na+]>CN(C=O)C.O>[OH:2][C:3]1[CH:12]=[C:11]2[C:6]([C:7](=[O:25])[C:8]([C:15]3[CH:24]=[CH:23][C:18]([C:19]([OH:21])=[O:20])=[CH:17][CH:16]=3)=[C:9]([S:13][CH3:14])[O:10]2)=[CH:5][CH:4]=1 |f:2.3|. Reported procedure: Synthesis: Step 1: Synthesis of methyl 4-(7-methoxy-2-(methylthio)-4-oxo-4H-chromen-3-yl)benzoate. A stirred mixture of Intermediate B (100 mg, 0.33 mmol) and carbon disulfide (127 mg, 1.67 mmol) in DMF (5.0 mL) was cooled to 0° C. and NaH (24 mg, 1.0 mmol) was added. The reaction mixture was stirred at 0 ° C. for 30 min. Then Mel (94 mg, 0.67 mmol) was added and the reaction mixture was stirred at room temperature for 3 h. The solution was diluted with water (10 mL), extracted with DCM (50 mL×3... Reactants: BrC=1C=CC2=C(C=C(CCS2(=O)=O)C(=O)NC2=CC=C(C=C2)CN(C2CCOCC2)C)C1 (7-bromo-N-[4-[[N-methyl-N-(tetrahydropyran-4-yl)amino]methyl]phenyl]-1,1-dioxo-2,3-dihydro-1-benzothiepine-4-carboxamide), C1(=CC=CC=C1)C.C(C)O.O (toluene ethanol water), B(OC1=CC=C(C=C1)SCCCCCC)([O-])[O-] (4-(hexylthio)phenyl borate), C([O-])([O-])=O.[K+].[K+] (potassium carbonate). The reagents and catalysts are C=1C=CC(=CC1)[P](C=2C=CC=CC2)(C=3C=CC=CC3)[Pd]([P](C=4C=CC=CC4)(C=5C=CC=CC5)C=6C=CC=CC6)([P](C=7C=CC=CC7)(C=8C=CC=CC8)C=9C=CC=CC9)[P](C=1C=CC=CC1)(C=1C=CC=CC1)C=1C=CC=CC1 (tetrakistriphenylphosphinepalladium). The solvent is O (water). Run at time 30 minute. The product is C(CCCCC)SC1=CC=C(C=C1)C=1C=CC2=C(C=C(CCS2(=O)=O)C(=O)NC2=CC=C(C=C2)CN(C2CCOCC2)C)C1 (7-(4-hexylthiophenyl)-N-[4-[[N-methyl-N-(tetrahydropyran-4-yl)amino]methyl]phenyl]-1,1-dioxo-2,3-dihydro-1-benzothiepine-4-carboxamide). Isolated yield 76.4%. As a reaction SMILES: Br[C:2]1[CH:3]=[CH:4][C:5]2[S:11](=[O:13])(=[O:12])[CH2:10][CH2:9][C:8]([C:14]([NH:16][C:17]3[CH:22]=[CH:21][C:20]([CH2:23][N:24]([CH3:31])[CH:25]4[CH2:30][CH2:29][O:28][CH2:27][CH2:26]4)=[CH:19][CH:18]=3)=[O:15])=[CH:7][C:6]=2[CH:32]=1.C1(C)C=CC=CC=1.C(O)C.O.B([O-])([O-])O[C:46]1[CH:51]=[CH:50][C:49]([S:52][CH2:53][CH2:54][CH2:55][CH2:56][CH2:57][CH3:58])=[CH:48][CH:47]=1.C(=O)([O-])[O-].[K+].[K+]>C1C=CC([P]([Pd]([P](C2C=CC=CC=2)(C2C=CC=CC=2)C2C=CC=CC=2)([P](C2C=CC=CC=2)(C2C=CC=CC=2)C2C=CC=CC=2)[P](C2C=CC=CC=2)(C2C=CC=CC=2)C2C=CC=CC=2)(C2C=CC=CC=2)C2C=CC=CC=2)=CC=1.O>[CH2:53]([S:52][C:49]1[CH:48]=[CH:47][C:46]([C:2]2[CH:3]=[CH:4][C:5]3[S:11](=[O:13])(=[O:12])[CH2:10][CH2:9][C:8]([C:14]([NH:16][C:17]4[CH:22]=[CH:21][C:20]([CH2:23][N:24]([CH3:31])[CH:25]5[CH2:30][CH2:29][O:28][CH2:27][CH2:26]5)=[CH:19][CH:18]=4)=[O:15])=[CH:7][C:6]=3[CH:32]=2)=[CH:51][CH:50]=1)[CH2:54][CH2:55][CH2:56][CH2:57][CH3:58] |f:1.2.3,5.6.7,^1:70,72,91,110|. Reported procedure: To 7-bromo-N-[4-[[N-methyl-N-(tetrahydropyran-4-yl)amino]methyl]phenyl]-1,1-dioxo-2,3-dihydro-1-benzothiepine-4-carboxamide (320 mg) was added toluene/ethanol/water (10/1/1, 12 ml) and then were added 4-(hexylthio)phenyl borate (199 mg) and potassium carbonate (187 mg), and the mixture was stirred at room temperature for 30 minutes. To the mixture was added tetrakistriphenylphosphinepalladium (36 mg), and the mixture was stirred at 100° C. for 14 hours and cooled to room temperature. The mixture... Reactants: C1C(CC2=CC=CC=C12)C(=O)O (Indane-2-carboxylic Acid), C1OC=2C=C3C(=CNC3=CC2O1)C=1CCNCC1 (5,6-methylenedioxy-3-(1,2,3,6-tetrahydropyridin-4-yl)-1H-indole). Yields the product C1C(CC2=CC=CC=C12)C(=O)N1CCC(=CC1)C1=CNC2=CC3=C(C=C12)OCO3 (3-[1-[(Indan-2-yl)carbonyl]-1,2,3,6-tetrahydopyrid-4-yl]-5,6-methylenedioxy-1H-indole). Reaction SMILES: [CH2:1]1[C:9]2[C:4](=[CH:5][CH:6]=[CH:7][CH:8]=2)[CH2:3][CH:2]1[C:10]([OH:12])=O.[CH2:13]1[O:24][C:23]2[CH:22]=[C:21]3[C:17]([C:18]([C:25]4[CH2:26][CH2:27][NH:28][CH2:29][CH:30]=4)=[CH:19][NH:20]3)=[CH:16][C:15]=2[O:14]1>>[CH2:3]1[C:4]2[C:9](=[CH:8][CH:7]=[CH:6][CH:5]=2)[CH2:1][CH:2]1[C:10]([N:28]1[CH2:29][CH:30]=[C:25]([C:18]2[C:17]3[C:21](=[CH:22][C:23]4[O:24][CH2:13][O:14][C:15]=4[CH:16]=3)[NH:20][CH:19]=2)[CH2:26][CH2:27]1)=[O:12]. Reported procedure: Prepared from 9a and 5,6-methylenedioxy-3-(1,2,3,6-tetrahydropyridin-4-yl)-1H-indole. Starting materials: Cc1c(C(=O)O)oc2ccc(C#N)cc12, CC(C)CO[Al](OCC(C)C)OCC(C)C, CN(C)C=O, O=C(Cl)C(=O)Cl, Cl, [H-], [Li+], C1CCOC1. The product is Cc1c(C=O)oc2ccc(C#N)cc12. As a reaction SMILES: [C:1](#[N:2])[c:3]1[cH:4][cH:5][c:6]2[c:7]([c:8]([CH3:14])[c:9]([C:11](=[O:12])[OH:13])[o:10]2)[cH:15]1.[CH2:23]([O:24][Al:25]([O:26][CH2:27][CH:28]([CH3:29])[CH3:30])[O:31][CH2:32][CH:33]([CH3:34])[CH3:35])[CH:36]([CH3:37])[CH3:38].[CH3:46][N:47]([CH3:48])[CH:49]=[O:50].[Cl:16][C:17]([C:18]([Cl:19])=[O:20])=[O:21].[ClH:40].[H-:22].[Li+:39].[O:41]1[CH2:42][CH2:43][CH2:44][CH2:45]1>>[C:1](#[N:2])[c:3]1[cH:4][cH:5][c:6]2[c:7]([c:8]([CH3:14])[c:9]([CH:11]=[O:12])[o:10]2)[cH:15]1. The yield is 86.9%. The reactants are BrBr (bromine), O (water), C(C)C1=NC2=CC=C(C=C2C(N1C)=O)S(=O)(=O)C (2-ethyl-6-methanesulfonyl-3-methyl-3H-quinazolin-4-one). Yields the product BrC(C)C1=NC2=CC=C(C=C2C(N1C)=O)S(=O)(=O)C (2-(1-Bromo-ethyl)-6-methanesulfonyl-3-methyl-3H-quinazolin-4-one). Reported procedure: To a solution 2-ethyl-6-methanesulfonyl-3-methyl-3H-quinazolin-4-one (300.0 mg, 1.13 mmol) in glacial acetic acid (10 ml) cooled in an ice bath was added dropwise a solution of bromine (0.39 g, 2.26 mmol) in glacial acetic acid (5 ml). After addition was complete, the reaction was heated to reflux for 18 hours. Evaporated acetic acid and then water was added to the solution and the mixture was extracted with dichloromethane. The organic layer was washed with 10% sodium bisulfite solution, and th... The solvent is C(C)(=O)O (acetic acid), C(C)(=O)O (acetic acid), C(C)(=O)O (acetic acid). RXN SMILES: [CH2:1]([C:3]1[N:12]([CH3:13])[C:11](=[O:14])[C:10]2[C:5](=[CH:6][CH:7]=[C:8]([S:15]([CH3:18])(=[O:17])=[O:16])[CH:9]=2)[N:4]=1)[CH3:2].[Br:19]Br.O>C(O)(=O)C>[Br:19][CH:1]([C:3]1[N:12]([CH3:13])[C:11](=[O:14])[C:10]2[C:5](=[CH:6][CH:7]=[C:8]([S:15]([CH3:18])(=[O:16])=[O:17])[CH:9]=2)[N:4]=1)[CH3:2].